This data is from the Open Reaction Database (ORD), a public repository of structured organic reaction records. The task is: describe an organic reaction: reactants, conditions, products, and yield Procedure details: A stirred mixture of 4-bromo-2'-nitrobutyrophenone (3.44 g, 0.013 mole) and NaOH (0.76 g, 0.019 mole) in water is heated at reflux temperature until reaction is complete by TLC, cooled to room temperature and extracted with diethyl ether. The ether extracts are combined, dried over Na2SO4 and concentrated in vacuo to give a dark brown liquid residue. The residue is taken up in diethyl ether, filtered through silica gel and concentrated in vacuo to give the title product as a yellow oil, identifi... Reaction SMILES: Br[CH2:2][CH2:3][CH2:4][C:5]([C:7]1[CH:12]=[CH:11][CH:10]=[CH:9][C:8]=1[N+:13]([O-:15])=[O:14])=[O:6].[OH-].[Na+]>O.C(OCC)C>[CH:4]1([C:5]([C:7]2[CH:12]=[CH:11][CH:10]=[CH:9][C:8]=2[N+:13]([O-:15])=[O:14])=[O:6])[CH2:2][CH2:3]1 |f:1.2|. Reactants: BrCCCC(=O)C1=C(C=CC=C1)[N+](=O)[O-] (4-bromo-2'-nitrobutyrophenone), [OH-].[Na+] (NaOH). Product: C1(CC1)C(=O)C1=C(C=CC=C1)[N+](=O)[O-] (o-nitrophenyl cyclopropyl ketone). Run in O (water), C(C)OCC (diethyl ether).